Task: describe an organic reaction: reactants, conditions, products, and yield. Dataset: the Open Reaction Database (ORD), a public repository of structured organic reaction records The reactants are Brc1cccs1, CN(C)c1ccc(Br)cn1, C1CCOC1, [Mg], O. The product is CN(C)c1ccc(-c2cccs2)cn1. As a reaction SMILES: [Br:2][c:3]1[s:4][cH:5][cH:6][cH:7]1.[Br:8][c:9]1[cH:10][cH:11][c:12]([N:15]([CH3:16])[CH3:17])[n:13][cH:14]1.[CH2:19]1[O:20][CH2:21][CH2:22][CH2:23]1.[Mg:1].[OH2:18]>>[c:3]1(-[c:9]2[cH:10][cH:11][c:12]([N:15]([CH3:16])[CH3:17])[n:13][cH:14]2)[s:4][cH:5][cH:6][cH:7]1. Reactants: C(C)OC(C(CC1=C(C=C(C=C1)O)OCC)OCC)=O ([rac]-2-ethoxy-3-(2-ethoxy-4-hydroxy-phenyl)-propionic acid ethyl ester), ClCC=1N=C(OC1C)C1=CC=C(C=C1)OC(C)C (4-chloromethyl-2-(4-isopropoxy-phenyl)-5-methyl-oxazole), C([O-])([O-])=O.[K+].[K+] (potassium carbonate). Solvent: CN(C=O)C (N,N-dimethylformamide). Product: C(C)OC(C(CC1=C(C=C(C=C1)OCC=1N=C(OC1C)C1=CC=C(C=C1)OC(C)C)OCC)OCC)=O ([rac]-2-ethoxy-3-{2-ethoxy-4-[2-(4-isopropoxy-phenyl)-5-methyl-oxazol-4-ylmethoxy]-phenyl}-propionic acid ethyl ester). RXN SMILES: [CH2:1]([O:3][C:4](=[O:20])[CH:5]([O:17][CH2:18][CH3:19])[CH2:6][C:7]1[CH:12]=[CH:11][C:10]([OH:13])=[CH:9][C:8]=1[O:14][CH2:15][CH3:16])[CH3:2].Cl[CH2:22][C:23]1[N:24]=[C:25]([C:29]2[CH:34]=[CH:33][C:32]([O:35][CH:36]([CH3:38])[CH3:37])=[CH:31][CH:30]=2)[O:26][C:27]=1[CH3:28].C(=O)([O-])[O-].[K+].[K+]>CN(C)C=O>[CH2:1]([O:3][C:4](=[O:20])[CH:5]([O:17][CH2:18][CH3:19])[CH2:6][C:7]1[CH:12]=[CH:11][C:10]([O:13][CH2:22][C:23]2[N:24]=[C:25]([C:29]3[CH:34]=[CH:33][C:32]([O:35][CH:36]([CH3:38])[CH3:37])=[CH:31][CH:30]=3)[O:26][C:27]=2[CH3:28])=[CH:9][C:8]=1[O:14][CH2:15][CH3:16])[CH3:2] |f:2.3.4|. Reported procedure: In analogy to the procedure described in example 1 f], [rac]-2-ethoxy-3-(2-ethoxy-4-hydroxy-phenyl)-propionic acid ethyl ester (example 47 c]) was reacted with 4-chloromethyl-2-(4-isopropoxy-phenyl)-5-methyl-oxazole (example 2 b]) in N,N-dimethylformamide in the presence of potassium carbonate to yield [rac]-2-ethoxy-3-{2-ethoxy-4-[2-(4-isopropoxy-phenyl)-5-methyl-oxazol-4-ylmethoxy]-phenyl}-propionic acid ethyl ester, which was further saponified in analogy to the procedure described in example... Reactants: CCN(CC)S(F)(F)F, ClCCl, N#N, [Na+], O=C([O-])O, CC(C)(O)CNC(=O)OC(C)(C)C. The product is CC(C)(F)CNC(=O)OC(C)(C)C. Reaction SMILES: [CH2:16]([N:17]([S:18]([F:19])([F:20])[F:22])[CH2:21][CH3:23])[CH3:24].[Cl:30][CH2:31][Cl:32].[N:14]#[N:15].[Na+:29].[O-:25][C:26]([OH:27])=[O:28].[OH:1][C:2]([CH2:3][NH:4][C:5]([O:6][C:7]([CH3:8])([CH3:9])[CH3:10])=[O:11])([CH3:12])[CH3:13]>>[C:2]([CH2:3][NH:4][C:5]([O:6][C:7]([CH3:8])([CH3:9])[CH3:10])=[O:11])([CH3:12])([CH3:13])[F:22].